From a dataset of the Open Reaction Database (ORD), a public repository of structured organic reaction records. describe an organic reaction: reactants, conditions, products, and yield Reactants: ClC(=O)OCC (ethyl chloroformate), CC=1CC(=C(CC1C)CON=CC(=O)OC)CN1CCOCC1 (methyl (4,5-dimethyl-2-morpholin-4-ylmethylcyclohexa-1,4-dienyl)methoxyiminoacetate). The solvent is C1CCOC1 (THF). Yields the product COC(C=NOCC1=C(CC(=C(C1)C)C)CCl)=O (Methyl(2-chloromethyl-4,5-dimethylcyclohexa-1,4-dienyl)methoxyiminoacetate). RXN SMILES: [Cl:1]C(OCC)=O.[CH3:7][C:8]1[CH2:9][C:10]([CH2:23]N2CCOCC2)=[C:11]([CH2:15][O:16][N:17]=[CH:18][C:19]([O:21][CH3:22])=[O:20])[CH2:12][C:13]=1[CH3:14]>C1COCC1>[CH3:22][O:21][C:19](=[O:20])[CH:18]=[N:17][O:16][CH2:15][C:11]1[CH2:12][C:13]([CH3:14])=[C:8]([CH3:7])[CH2:9][C:10]=1[CH2:23][Cl:1]. Procedure: 1.4 ml of ethyl chloroformate are added to a solution of 2.3 g methyl (4,5-dimethyl-2-morpholin-4-ylmethylcyclohexa-1,4-dienyl)methoxyiminoacetate in 25 ml of THF. The mixture is now heated for 20 hours at 70°. After the mixture has been evaporated, the residue is chromatographed on silica gel (ether/hexane 1:2). This gives 1.5 g of crystals of the title compound of melting point 65-68°. Starting materials: C(C)[Li] (ethyl lithium), ClC=1C=C(C(=O)C2=CC=C(C=C2)OCCN(CC)CC)C=CC1 (3-chloro-4'-[2-(diethylamino)-ethoxy]-benzophenone), [Cl-].[NH4+] (ammonium chloride). Solvent: CCOCC (ether). The product is ClC=1C=C(C(C2=CC=C(C=C2)OCCN(CC)CC)(O)CC)C=CC1 (3-Chloro-4'-[2-(diethylamino)-ethoxy]-α-ethyl-benzhydrol). As a reaction SMILES: [CH2:1]([Li])[CH3:2].[Cl:4][C:5]1[CH:6]=[C:7]([CH:24]=[CH:25][CH:26]=1)[C:8]([C:10]1[CH:15]=[CH:14][C:13]([O:16][CH2:17][CH2:18][N:19]([CH2:22][CH3:23])[CH2:20][CH3:21])=[CH:12][CH:11]=1)=[O:9].[Cl-].[NH4+]>CCOCC>[Cl:4][C:5]1[CH:6]=[C:7]([CH:24]=[CH:25][CH:26]=1)[C:8]([CH2:1][CH3:2])([OH:9])[C:10]1[CH:11]=[CH:12][C:13]([O:16][CH2:17][CH2:18][N:19]([CH2:20][CH3:21])[CH2:22][CH3:23])=[CH:14][CH:15]=1 |f:2.3|. Procedure details: To 125 ml. of a 0.8 molar ethereal ethyl lithium solution a solution of 13.3 g. of 3-chloro-4'-[2-(diethylamino)-ethoxy]-benzophenone in 160 ml. of ether is added dropwise, with stirring under argon atmosphere, at a temperature between -20° C. and -15° C. The reaction mixture is then stirred at room temperature for one hour, and is decomposed with a saturated aqueous ammonium chloride solution, under cooling. The aqueous phase is extracted with ether, the ethereal phases are combined and washed ...